Dataset: the Open Reaction Database (ORD), a public repository of structured organic reaction records. Task: describe an organic reaction: reactants, conditions, products, and yield Starting materials: NC1=NC=C2C(=N1)N=C(NC2=O)C2=C(C=CC=C2)OCCC (7-amino-4-oxo-2-(2-propoxyphenyl)-3,4-dihydropyrimido[4,5-d]pyrimidine), C(C)(=O)OC(C)=O (acetic anhydride), C(C)(=O)OC(C)=O (acetic anhydride). Product: C(C)(=O)NC1=NC=C2C(=N1)N=C(NC2=O)C2=C(C=CC=C2)OCCC (7-Acetamido-4-oxo-2-(2-propoxyphenyl)-3,4-dihydropyrimido[4.5-d]pyrimidine). Reaction SMILES: [NH2:1][C:2]1[N:7]=[C:6]2[N:8]=[C:9]([C:13]3[CH:18]=[CH:17][CH:16]=[CH:15][C:14]=3[O:19][CH2:20][CH2:21][CH3:22])[NH:10][C:11](=[O:12])[C:5]2=[CH:4][N:3]=1.[C:23](OC(=O)C)(=[O:25])[CH3:24]>>[C:23]([NH:1][C:2]1[N:7]=[C:6]2[N:8]=[C:9]([C:13]3[CH:18]=[CH:17][CH:16]=[CH:15][C:14]=3[O:19][CH2:20][CH2:21][CH3:22])[NH:10][C:11](=[O:12])[C:5]2=[CH:4][N:3]=1)(=[O:25])[CH3:24]. Procedure details: A stirred mixture of 7-amino-4-oxo-2-(2-propoxyphenyl)-3,4-dihydropyrimido[4,5-d]pyrimidine (0.59 g)and acetic anhydride (5 ml) was heated under reflux for 1.5 hours Excess acetic anhydride was removed under reduced pressure. The solid residue was washed with water and triturated with hot methanol to yield the title compound, 0.57 g, m.p. 273°-4° C. The reactants are B, CSC, CCOC(=O)c1ccn2cc(C)c(C(=O)c3ccc(Cl)cc3Cl)c2c1, C1CCOC1. Product: CCOC(=O)c1ccn2cc(C)c(Cc3ccc(Cl)cc3Cl)c2c1. Reaction SMILES: [BH3:29].[CH3:26][S:27][CH3:28].[Cl:1][c:2]1[c:3]([C:4](=[O:5])[c:6]2[c:7]([CH3:20])[cH:8][n:9]3[cH:10][cH:11][c:12]([C:15](=[O:16])[O:17][CH2:18][CH3:19])[cH:13][c:14]23)[cH:21][cH:22][c:23]([Cl:25])[cH:24]1.[O:30]1[CH2:31][CH2:32][CH2:33][CH2:34]1>>[Cl:1][c:2]1[c:3]([CH2:4][c:6]2[c:7]([CH3:20])[cH:8][n:9]3[cH:10][cH:11][c:12]([C:15](=[O:16])[O:17][CH2:18][CH3:19])[cH:13][c:14]23)[cH:21][cH:22][c:23]([Cl:25])[cH:24]1. Starting materials: CC1(OB(OC1(C)C)C=1C=NNC1)C (4-(4,4,5,5-tetramethyl-1,3,2-dioxaborolan-2-yl)-1H-pyrazole), BrCCC(=O)N (3-bromopropanamide), C([O-])([O-])=O.[Cs+].[Cs+] (cesium carbonate). Solvent: C(C)#N (acetonitrile). Yields the product CC1(OB(OC1(C)C)C=1C=NN(C1)CCC(=O)N)C (3-[4-(4,4,5,5-tetramethyl-1,3,2-dioxaborolan-2-yl)-1H-pyrazol-1-yl]propanamide). RXN SMILES: [CH3:1][C:2]1([CH3:14])[C:6]([CH3:8])([CH3:7])[O:5][B:4]([C:9]2[CH:10]=[N:11][NH:12][CH:13]=2)[O:3]1.Br[CH2:16][CH2:17][C:18]([NH2:20])=[O:19].C(=O)([O-])[O-].[Cs+].[Cs+]>C(#N)C>[CH3:1][C:2]1([CH3:14])[C:6]([CH3:7])([CH3:8])[O:5][B:4]([C:9]2[CH:13]=[N:12][N:11]([CH2:16][CH2:17][C:18]([NH2:20])=[O:19])[CH:10]=2)[O:3]1 |f:2.3.4|. Procedure details: A mixture of 4-(4,4,5,5-tetramethyl-1,3,2-dioxaborolan-2-yl)-1H-pyrazole (50 mg, 0.2 mmol), 3-bromopropanamide (47 mg, 0.31 mmol, TCI-EP, Cat. No. B1410), and cesium carbonate (250 mg, 0.77 mmol) in acetonitrile (1 mL) was stirred at 90° C. for 2 hours. After cooling it was quenched with water, extracted with ethyl acetate. The extract was washed with water, brine; dried over Na2SO4. After filtration the filtrate was concentrated to yield 45 mg of the product which was directly used in the next ... Starting materials: ClCCl, CC(C)(C)OC(=O)n1cccc1C1=CC(=C2C(=O)Nc3cc(F)ccc32)OC1, O=C(O)C(F)(F)F. Product: O=C1Nc2cc(F)ccc2C1=C1C=C(c2ccc[nH]2)CO1. As a reaction SMILES: [Cl:36][CH2:37][Cl:38].[F:1][c:2]1[cH:3][cH:4][c:5]2[c:9]([cH:10]1)[NH:8][C:7](=[O:11])[C:6]2=[C:12]1[CH:13]=[C:14]([c:17]2[n:18]([C:22]([O:23][C:24]([CH3:25])([CH3:26])[CH3:27])=[O:28])[cH:19][cH:20][cH:21]2)[CH2:15][O:16]1.[OH:29][C:30]([C:31]([F:32])([F:33])[F:34])=[O:35]>>[F:1][c:2]1[cH:3][cH:4][c:5]2[c:9]([cH:10]1)[NH:8][C:7](=[O:11])[C:6]2=[C:12]1[CH:13]=[C:14]([c:17]2[nH:18][cH:19][cH:20][cH:21]2)[CH2:15][O:16]1. Reactants: Cl.C(N)(=N)N1CCC(CC1)CCC(=O)O (1-amidino-4-piperidinepropionic acid hydrochloride), FC(C=1C=C(C=CC1)O)(F)F (m-trifluoromethylphenol), C1(CCCCC1)N=C=NC1CCCCC1 (dicyclohexylcarbodiimide). Solvent: N1=CC=CC=C1 (pyridine). Reaction conditions: time 6 hour. Yields the product Cl.C(N)(=N)N1CCC(CC1)CCC(=O)OC1=CC(=CC=C1)C(F)(F)F (m-trifluoromethylphenyl 1-amidino-4-piperidinepropionate hydrochloride). The yield is 62.1%. RXN SMILES: [ClH:1].[C:2]([N:5]1[CH2:10][CH2:9][CH:8]([CH2:11][CH2:12][C:13]([OH:15])=[O:14])[CH2:7][CH2:6]1)(=[NH:4])[NH2:3].[F:16][C:17]([F:26])([F:25])[C:18]1[CH:19]=[C:20](O)[CH:21]=[CH:22][CH:23]=1.C1(N=C=NC2CCCCC2)CCCCC1>N1C=CC=CC=1>[ClH:1].[C:2]([N:5]1[CH2:10][CH2:9][CH:8]([CH2:11][CH2:12][C:13]([O:15][C:22]2[CH:21]=[CH:20][CH:19]=[C:18]([C:17]([F:26])([F:25])[F:16])[CH:23]=2)=[O:14])[CH2:7][CH2:6]1)(=[NH:3])[NH2:4] |f:0.1,5.6|. Procedure details: A mixture of 4.0 g of 1-amidino-4-piperidinepropionic acid hydrochloride and 2.75 g of m-trifluoromethylphenol was suspended in 27 ml of dry pyridine. To the suspension was added 3.5 g of dicyclohexylcarbodiimide, and the resulting mixture was stirred at room temperature for 6 hours. After removal of any insoluble materials, the solvent was removed. The residue was washed with ether, dissolved in chloroform and then stirred. After removal of any insoluble materials, the filtrate was washed twice... Starting materials: C(CCC)N1C(N(C(=CC1=O)NN)CC1=CC=C(C=C1)[N+](=O)[O-])=O (3-butyl-6-hydrazino-1-(4-nitrobenzyl)uracil), CN=C=S (methyl isothiocyanate), C(C)O (ethanol). Solvent: CN(C)C=O (DMF). Yields the product C(CCC)N1C(N(C2=C(C1=O)C(=NN2)NC)CC2=CC=C(C=C2)[N+](=O)[O-])=O (5-Butyl-3-methylamino-7-(4-nitrobenzyl)pyrazolo[3,4-d]pyrimidine-4,6(5H,7H)-dione). Isolated yield 32.0%. Reaction SMILES: [CH2:1]([N:5]1[C:10](=[O:11])[CH:9]=[C:8]([NH:12][NH2:13])[N:7]([CH2:14][C:15]2[CH:20]=[CH:19][C:18]([N+:21]([O-:23])=[O:22])=[CH:17][CH:16]=2)[C:6]1=[O:24])[CH2:2][CH2:3][CH3:4].[CH3:25][N:26]=[C:27]=S.C(O)C>CN(C=O)C>[CH2:1]([N:5]1[C:10](=[O:11])[C:9]2[C:25]([NH:26][CH3:27])=[N:13][NH:12][C:8]=2[N:7]([CH2:14][C:15]2[CH:20]=[CH:19][C:18]([N+:21]([O-:23])=[O:22])=[CH:17][CH:16]=2)[C:6]1=[O:24])[CH2:2][CH2:3][CH3:4]. Procedure details: A solution of 3-butyl-6-hydrazino-1-(4-nitrobenzyl)uracil (1.7 g, 5 mM) and methyl isothiocyanate (0.7 ml, 10 mM) in DMF (20 ml) was stirred at 120° C. for 20 hours. To the solution was added ethanol (20 ml) and the mixture was cooled to give crystalline product. Recrystallization from DMF/ethanol gave pale yellow crystals (0.61 g, 32%), m.p. 277°-279° C. The reactants are 1C, O1COC2=C1C=CC(=C2)O (1,3-benzodioxol-5-ol), O1CCC2=C1C=C(C=C2)O (2,3-dihydrobenzofuran-6-ol), BrC1=C2C(C(N(C2=CC=C1)CCCCC)=O)=O (4-bromo-1-pentyl-1H-indole-2,3-dione), ClC=1C=C2C(C(N(C2=CC1)CC(=O)OCC)=O)=O (ethyl (5-chloro-2,3-dioxo-2,3-dihydro-1H-indol-1-yl)acetate). The product is ClC=1C=C2C(C(N(C2=CC1)CC(=O)OCC)=O)(C=1C(=CC2=C(CCO2)C1)O)O (ethyl [5-chloro-3-hydroxy-3-(6-hydroxy-2,3-dihydro-1-benzofuran-5-yl)-2-oxo-2,3-dihydro-1H-indol-1-yl]acetate). RXN SMILES: BrC1C=CC=C2C=1C(=O)C(=O)N2CCCCC.[Cl:18][C:19]1[CH:20]=[C:21]2[C:25](=[CH:26][CH:27]=1)[N:24]([CH2:28][C:29]([O:31][CH2:32][CH3:33])=[O:30])[C:23](=[O:34])[C:22]2=[O:35].O1C2C=CC(O)=CC=2OC1.[O:46]1[C:50]2[CH:51]=[C:52]([OH:55])[CH:53]=[CH:54][C:49]=2[CH2:48][CH2:47]1>>[Cl:18][C:19]1[CH:20]=[C:21]2[C:25](=[CH:26][CH:27]=1)[N:24]([CH2:28][C:29]([O:31][CH2:32][CH3:33])=[O:30])[C:23](=[O:34])[C:22]2([OH:35])[C:53]1[C:52]([OH:55])=[CH:51][C:50]2[O:46][CH2:47][CH2:48][C:49]=2[CH:54]=1. Procedure: Following the procedure as described in PREPARATION 1C, and making non-critical variations to replace 4-bromo-1-pentyl-1H-indole-2,3-dione with ethyl (5-chloro-2,3-dioxo-2,3-dihydro-1H-indol-1-yl)acetate, and 1,3-benzodioxol-5-ol with 2,3-dihydrobenzofuran-6-ol, the title compound was obtained (85%) as a white solid: 1H NMR (300 MHz, CDCl3) δ 8.70 (br, 1H), 7.31-7.24 (m, 2H), 6.92 (d, 1H), 6.68 (s, 1H), 6.46 (s, 1H), 4.53-4.46 (m, 2H), 5.09-4.40 (d, 2H), 4.18 (q, 2H), 3.08-2.88 (m, 2H), 1.23 (t,... The reactants are CS(=O)(=O)NCCCCCCC(=O)OCC (ethyl 7-(methanesulfonamido)heptanoate), C(C)(=O)OC(CCCN(S(=O)(=O)C(C)C)CCCCCCC(=O)OCC)CCCCC (ethyl 7-[N-(4-acetoxynonyl)-1-methylethanesulfonamido]heptanoate), ethyl 7-[(1-methylethane)sulfonamido]heptanoate, product. Yields the product O[C@@H](C#CCN(S(=O)(=O)C)CCCCCCC(=O)O)CCCCC (7-[N-(4(R)-hydroxy-2-nonynyl)methanesulfonamido]heptanoic acid). Reaction SMILES: CS(NCCCCCCC(OCC)=O)(=O)=O.C([O:20][CH:21]([CH2:43][CH2:44][CH2:45][CH2:46][CH3:47])[CH2:22][CH2:23][CH2:24][N:25]([CH2:32][CH2:33][CH2:34][CH2:35][CH2:36][CH2:37][C:38]([O:40]CC)=[O:39])[S:26]([CH:29](C)C)(=[O:28])=[O:27])(=O)C>>[OH:20][C@H:21]([CH2:43][CH2:44][CH2:45][CH2:46][CH3:47])[C:22]#[C:23][CH2:24][N:25]([CH2:32][CH2:33][CH2:34][CH2:35][CH2:36][CH2:37][C:38]([OH:40])=[O:39])[S:26]([CH3:29])(=[O:27])=[O:28]. Procedure: The synthesis of this compound is carried out as described in Example 1 except that, in Step A, the ethyl 7-(methanesulfonamido)heptanoate is replaced by an equimolar amount of ethyl 7-[(1-methylethane)sulfonamido]heptanoate (Example R). The product of Step A is thus ethyl 7-[N-(4-acetoxynonyl)-1-methylethanesulfonamido]heptanoate. The subsequent step yields 7-[N-(4-hydroxynonyl)-1-methylethanesulfonamido]heptanoic acid (B). Reactants: CCCC(C)C, CO, O=C(N1CCOC2(CCN(Cc3cccc(CCO)c3F)CC2)C1)C(F)(F)F, N. Product: OCCc1cccc(CN2CCC3(CC2)CNCCO3)c1F. Reaction SMILES: [CH3:30][CH2:31][CH2:32][CH:33]([CH3:34])[CH3:35].[CH3:36][OH:37].[F:2][C:3]([F:4])([F:5])[C:28]([N:6]1[CH2:7][CH2:8][O:9][C:10]2([CH2:11]1)[CH2:12][CH2:13][N:14]([CH2:17][c:18]1[c:19]([F:27])[c:20]([CH2:24][CH2:25][OH:26])[cH:21][cH:22][cH:23]1)[CH2:15][CH2:16]2)=[O:29].[NH3:1]>>[NH:6]1[CH2:7][CH2:8][O:9][C:10]2([CH2:11]1)[CH2:12][CH2:13][N:14]([CH2:17][c:18]1[c:19]([F:27])[c:20]([CH2:24][CH2:25][OH:26])[cH:21][cH:22][cH:23]1)[CH2:15][CH2:16]2.